This data is from the Open Reaction Database (ORD), a public repository of structured organic reaction records. The task is: describe an organic reaction: reactants, conditions, products, and yield The reactants are C1(=CC=CC=C1)CC(NC(=O)OCC1=CC=CC=C1)P(O)=O ([2-phenyl-1-[[(phenylmethoxy)carbonyl]amino]ethyl]phosphinic acid), 1/1, C(C)(=O)OCC.O (ethyl acetate water), CC(CC(C(=O)OCC)=C)C (ethyl 4-methyl-2-methylenepentanoate), C/C(=N\[Si](C)(C)C)/O[Si](C)(C)C (N,O-bis(trimethylsilyl)acetamide). Run in C(C)#N (acetonitrile). Product: OP(=O)(C(CC1=CC=CC=C1)NC(=O)OCC1=CC=CC=C1)CC(C(=O)OCC)CC(C)C (Ethyl 2-[[hydroxy[2-phenyl-1-[[(phenylmethoxy)carbonyl]amino]ethyl]phosphinyl]methyl]-4-methylpentanoate). The yield is 81.3%. As a reaction SMILES: [C:1]1([CH2:7][CH:8]([PH:20](=[O:22])[OH:21])[NH:9][C:10]([O:12][CH2:13][C:14]2[CH:19]=[CH:18][CH:17]=[CH:16][CH:15]=2)=[O:11])[CH:6]=[CH:5][CH:4]=[CH:3][CH:2]=1.[CH3:23][CH:24]([CH3:33])[CH2:25][C:26](=[CH2:32])[C:27]([O:29][CH2:30][CH3:31])=[O:28].C/C(/O[Si](C)(C)C)=N\[Si](C)(C)C.C(OCC)(=O)C.O>C(#N)C>[OH:22][P:20]([CH2:32][CH:26]([CH2:25][CH:24]([CH3:23])[CH3:33])[C:27]([O:29][CH2:30][CH3:31])=[O:28])([CH:8]([NH:9][C:10]([O:12][CH2:13][C:14]1[CH:15]=[CH:16][CH:17]=[CH:18][CH:19]=1)=[O:11])[CH2:7][C:1]1[CH:2]=[CH:3][CH:4]=[CH:5][CH:6]=1)=[O:21] |f:3.4|. Procedure: To a solution of 1 g (3.13 mmol) of [2-phenyl-1-[[(phenylmethoxy)carbonyl]amino]ethyl]phosphinic acid synthesized in 1.4., 2.2 g (14.10 mmol) of ethyl 4-methyl-2-methylenepentanoate and 0.52 ml of N,O-bis(trimethylsilyl)acetamide in 0.27 ml of acetonitrile is stirred at a temperature in the region of 20° C. for 24 hours. 60 ml of a 1/1 ethyl acetate/water mixture are added. The aqueous phase is extracted with ethyl acetate and the combined organic phases are washed with water, dried over sodium ... Reactants: CO (methanol), C(C(=C)C)(=O)OC(C)(C)C (t-butyl methacrylate), C(C=C)(=O)OC[Si](C)(C)C (trimethylsilylmethyl acrylate), CC(C)(C#N)N=NC(C)(C)C#N (AIBN). Solvent: C1(=CC=CC=C1)C (toluene), O (water), C1(=CC=CC=C1)C (toluene), C1(=CC=CC=C1)C (toluene). Reaction conditions: time 3 hour. Yields the product C(C=C)(=O)OC[Si](C)(C)C.C(C(=C)C)(=O)OC(C)(C)C (trimethylsilylmethyl acrylate t-butyl methacrylate). Isolated yield 85.0%. RXN SMILES: [C:1]([O:6][C:7]([CH3:10])([CH3:9])[CH3:8])(=[O:5])[C:2]([CH3:4])=[CH2:3].[C:11]([O:15][CH2:16][Si:17]([CH3:20])([CH3:19])[CH3:18])(=[O:14])[CH:12]=[CH2:13].CC(N=NC(C#N)(C)C)(C#N)C.CO>C1(C)C=CC=CC=1.O>[C:11]([O:15][CH2:16][Si:17]([CH3:20])([CH3:19])[CH3:18])(=[O:14])[CH:12]=[CH2:13].[C:1]([O:6][C:7]([CH3:10])([CH3:9])[CH3:8])(=[O:5])[C:2]([CH3:4])=[CH2:3] |f:6.7|. Procedure details: t-butyl methacrylate and trimethylsilylmethyl acrylate were mixed at a mixing ratio of 1:1 so as to form a toluene solution having a monomer concentration of 5 mol/liter. Next, 2 mol %, on the basis of the monomer, of AIBN was added to the mixture, and the mixture was retained in an oil bath at 80° C. for 3 hours with stirring. Thereafter, the mixture was left standing at room temperature to cool, and the reaction product was diluted with toluene. The toluene solution was dropped into large quan... Reactants: FC=1C=C(C=CC1)C1OC2=CC=C(C=C2CC1)O (2-(3-fluorophenyl)chroman-6-ol), FC1=C(C=CC=C1)C1OC2=CC=C(C=C2C(C1)O)O (2-(2-fluorophenyl)chroman-4,6diol). The product is FC1=C(C=CC=C1)C1OC2=CC=C(C=C2CC1)O (2-(2-Fluorophenyl)chroman-6-ol). As a reaction SMILES: FC1C=C(C2CCC3C(=CC=C(O)C=3)O2)C=CC=1.[F:19][C:20]1[CH:25]=[CH:24][CH:23]=[CH:22][C:21]=1[CH:26]1[CH2:35][CH:34](O)[C:33]2[C:28](=[CH:29][CH:30]=[C:31]([OH:37])[CH:32]=2)[O:27]1>>[F:19][C:20]1[CH:25]=[CH:24][CH:23]=[CH:22][C:21]=1[CH:26]1[CH2:35][CH2:34][C:33]2[C:28](=[CH:29][CH:30]=[C:31]([OH:37])[CH:32]=2)[O:27]1. Procedure: 2-(2-Fluorophenyl)chroman-6-ol was prepared as described for 2-(3-fluorophenyl)chroman-6-ol in Example 9(c) starting from 800 mg of 2-(2-fluorophenyl)chroman-4,6diol. 1H NMR (300 MHz, d6-DMSO) δ: 7.50 (m, 1H), 7.39 (m, 1H), 7.26-7.19 (m, 2H), 6.63 (m, 1H), 6.53-6.50 (m, 2H), 5.21 (dd, 1H, J, 10.2, 2.3 Hz), 2.98 (ddd, 1H, J −16.9, 11.2, 6.0 Hz), 2.66 (ddd, 1H, J −16.9, 5.0, 2.9 Hz), 2.11 (m, 1H), 1.99 (m, 1H). Product: C(#N)C1=C(C(=C(C2=C1N=C(O2)N2CC(C2)C(=O)N(C)C)F)C2=CC=CC=C2)C (1-{4-Cyano-7-fluoro-5-methyl-6-phenyl-1,3-benzoxazol-2-yl}-N,N-dimethylazetidine-3-carboxamide). As a reaction SMILES: Cl[C:2]1[O:3][C:4]2[C:5](=[C:7]([C:19]#[N:20])[C:8]([CH3:18])=[C:9]([C:12]3[CH:17]=[CH:16][CH:15]=[CH:14][CH:13]=3)[C:10]=2[F:11])[N:6]=1.[CH:21]([N:24](C(C)C)[CH2:25]C)(C)C.Cl.[NH:31]1[CH2:34][CH:33]([C:35](C[N-]C)=[O:36])[CH2:32]1>ClCCl>[C:19]([C:7]1[C:5]2[N:6]=[C:2]([N:31]3[CH2:32][CH:33]([C:35]([N:24]([CH3:25])[CH3:21])=[O:36])[CH2:34]3)[O:3][C:4]=2[C:10]([F:11])=[C:9]([C:12]2[CH:17]=[CH:16][CH:15]=[CH:14][CH:13]=2)[C:8]=1[CH3:18])#[N:20] |f:2.3|. Solvent: ClCCl (dichloromethane), ClCCl (dichloromethane). Yield: 86.9%. Procedure details: 2-Chloro-7-fluoro-5-methyl-6-phenyl-1,3-benzoxazole-4-cabonitrile (I-130) (0.21 g, 0.73 mmol), (diisopropylethylamine (0.28 ml, 1.65 mmol) and azetidine-3-carbonyldimethylamide hydrochloride (I-145) (0.25 g) were dissolved in dichloromethane (10 ml). After heated under reflux for 3 hours, this was diluted with dichloromethane, washed with water, then dried over anhydrous sodium sulfate. The solvent was evaporated away under reduced pressure, and the resulting residue was purified by silica gel c... The reactants are ClC=1OC=2C(N1)=C(C(=C(C2F)C2=CC=CC=C2)C)C#N (2-Chloro-7-fluoro-5-methyl-6-phenyl-1,3-benzoxazole-4-cabonitrile), C(C)(C)N(CC)C(C)C (diisopropylethylamine), Cl.N1CC(C1)C(=O)C[N-]C (azetidine-3-carbonyldimethylamide hydrochloride). Starting materials: I(=O)(=O)(=O)[O-].[Na+] (Sodium metaperiodate), C(CCC)C1CCSC1 (3-Butyltetramethylene sulfide). Run in O (water). Reaction conditions: time 8 hour. The product is C(CCC)C1CCS(=O)C1 (3-butyltetramethylene sulfoxide). The yield is 62.4%. Reaction SMILES: I([O-])(=O)(=O)=[O:2].[Na+].[CH2:7]([CH:11]1[CH2:15][S:14][CH2:13][CH2:12]1)[CH2:8][CH2:9][CH3:10]>O>[CH2:7]([CH:11]1[CH2:15][S:14](=[O:2])[CH2:13][CH2:12]1)[CH2:8][CH2:9][CH3:10] |f:0.1|. Procedure details: Sodium metaperiodate (4.1 g, 0.019 mole) was dissolved in 40 ml of water and cooled in an ice bath. 3-Butyltetramethylene sulfide (2.62 g, 0.018 mole) was added and the reaction mixture was stirred at 0° overnight. The NaIO3 which precipitated during the reaction was removed by filtration, and the filtrate was extracted with two 40-ml portions of chloroform. The extract was dried over anhydrous MgSO4, and the solvent was removed under reduced pressure. Vacuum distillation yielded 1.8 g (62%) of ... Reactants: C1(=CC=CC=C1)[C@H](C)NC(C[C@H](CCCC)CO)=O ((S)-3-hydroxymethylheptanoic acid, (S)-1-phenyl-ethylamide), C(CCC)C1CC(OC1)=O ((+/−)-4-butyldihydrofuran-2-one), OC1=NC=CC=C1 (2-hydroxypyridine), C1(=CC=CC=C1)[C@H](C)N ((S)-1-phenylethyl amine). Solvent: C1(=CC=CC=C1)C (toluene), C(C)(=O)OCC (ethyl acetate). Yields the product C1(=CC=CC=C1)[C@H](C)NC(C[C@@H](CCCC)CO)=O ((R)-3-Hydroxymethylheptanoic acid, (S)-1-phenylethylamide). The yield is 92.9%. As a reaction SMILES: C(C1COC(=O)C1)CCC.OC1C=CC=CN=1.C1([C@@H](N)C)C=CC=CC=1.[C:27]1([C@@H:33]([NH:35][C:36](=[O:45])[CH2:37][C@@H:38]([CH2:43][OH:44])[CH2:39][CH2:40][CH2:41][CH3:42])[CH3:34])[CH:32]=[CH:31][CH:30]=[CH:29][CH:28]=1>C1(C)C=CC=CC=1.C(OCC)(=O)C>[C:27]1([C@@H:33]([NH:35][C:36](=[O:45])[CH2:37][C@H:38]([CH2:43][OH:44])[CH2:39][CH2:40][CH2:41][CH3:42])[CH3:34])[CH:32]=[CH:31][CH:30]=[CH:29][CH:28]=1. Procedure: A mixture of (+/−)-4-butyldihydrofuran-2-one (3.9 g, 27.4 mmol), 2-hydroxypyridine (3.1 g, 32.9 mmol) and (S)-1-phenylethyl amine (7.8 mL, 60.3 mmol) in dry toluene (50 mL) was heated to reflux overnight. The reaction mixture was cooled to room temperature and diluted with ethyl acetate (100 mL), washed with 1 N HCl (2×50 mL) and brine (50 mL), dried (Na2SO4), and concentrated. The residue was purified by flash column chromatography (silica gel, 8:2 EtOAc/hexanes) to afford two compounds as whit... Reported procedure: A quaternary ammonium salt of dimethylaminopropylmethacrylamide (DMAPMA) and 4-(bromomethyl)-7-acetoxycoumarin was synthesized in the following manner. One gram of 4-(bromomethyl)-7-acetoxycoumarin (available from TCI America; Portland, Oreg.), (3.36 mmol) was charged to a 100 mL round bottom flask equipped with a magnetic stir bar and a reflux condenser. Enough acetone (reagent grade or better) to dissolve the material at reflux was added (about 40 mL). N,N-Dimethylaminopropylmethacrylamide (DM... As a reaction SMILES: [Br:1][CH2:2][C:3]1[C:12]2[C:7](=[CH:8][C:9]([O:13][C:14](=[O:16])[CH3:15])=[CH:10][CH:11]=2)[O:6][C:5](=[O:17])[CH:4]=1.CNN(NC)C(=O)C(C)=CCCC.COC1C=CC(O)=CC=1.[CH3:40][N:41]([CH2:43][CH2:44][CH2:45][CH:46]=[C:47]([CH3:51])[C:48]([NH2:50])=[O:49])[CH3:42].CC(C)=O>CC(C)=O>[CH3:40][N:41]([CH2:43][CH2:44][CH2:45][CH:46]=[C:47]([CH3:51])[C:48]([NH2:50])=[O:49])[CH3:42].[Br:1][CH2:2][C:3]1[C:12]2[C:7](=[CH:8][C:9]([O:13][C:14](=[O:16])[CH3:15])=[CH:10][CH:11]=2)[O:6][C:5](=[O:17])[CH:4]=1 |f:3.4|. Yields the product quaternary ammonium salt, CN(C)CCCC=C(C(=O)N)C (dimethylaminopropylmethacrylamide), BrCC1=CC(OC2=CC(=CC=C12)OC(C)=O)=O (4-(bromomethyl)-7-acetoxycoumarin). Solvent: CC(=O)C (acetone), CC(=O)C (acetone). Conditions: time 8 hour. The reactants are CNN(C(C(=CCCC)C)=O)NC (N,N-Dimethylaminopropylmethacrylamide), COC1=CC=C(C=C1)O (4-Methoxyphenol), CN(C)CCCC=C(C(=O)N)C.CC(=O)C (DMAPMA acetone), BrCC1=CC(OC2=CC(=CC=C12)OC(C)=O)=O (4-(bromomethyl)-7-acetoxycoumarin), BrCC1=CC(OC2=CC(=CC=C12)OC(C)=O)=O (4-(bromomethyl)-7-acetoxycoumarin). RXN SMILES: CN(C)[CH2:3][C:4]1[C:12]2[C:7](=[CH:8][CH:9]=[CH:10][C:11]=2[CH:13]2[CH2:18][CH2:17][CH2:16][N:15](CC3C=CC=CC=3)[CH2:14]2)[NH:6][CH:5]=1>CO>[CH3:3][C:4]1[C:12]2[C:7](=[CH:8][CH:9]=[CH:10][C:11]=2[CH:13]2[CH2:18][CH2:17][CH2:16][NH:15][CH2:14]2)[NH:6][CH:5]=1. The yield is 94.3%. Procedure: A stirred mixture of 4.3 g of the product of Step A, 1.5 g of 10% palladized carbon and 300 ml of methanol was hydrogenated at 40° C. for one hour after which another 1.5 g of 10% palladized carbon were added. The hydrogenation was continued for another hour and the mixture was filtered. The filtrate was evaporated to dryness under reduced pressure at 50° C. to obtain 2.5 g of 3-methyl-4-(piperidin-3-yl)-1H-indole melting at 150° C. The said product was dissolved in 250 ml of ethyl acetate and t... Run at time 1 hour. The solvent is CO (methanol). Starting materials: CN(CC1=CNC2=CC=CC(=C12)C1CN(CCC1)CC1=CC=CC=C1)C (N,N-dimethyl-4-(1-benzyl-piperidin-3-yl)-1H-indole-3-methanamine). Yields the product CC1=CNC2=CC=CC(=C12)C1CNCCC1 (3-methyl-4-(piperidin-3-yl)-1H-indole). Starting materials: BrC(c1ccccc1)c1ccccc1, CCOC(C)=O, CO, ClCCl, [H-], [Na+], CN(C)C=O, O=C1CN(C(=O)CC(c2ccccc2)c2ccccc2)CCN1. Product: O=C(CC(c1ccccc1)c1ccccc1)N1CCN(C(c2ccccc2)c2ccccc2)C(=O)C1. As a reaction SMILES: [Br:26][CH:27]([c:28]1[cH:29][cH:30][cH:31][cH:32][cH:33]1)[c:34]1[cH:35][cH:36][cH:37][cH:38][cH:39]1.[CH3:40][CH2:41][O:42][C:43]([CH3:44])=[O:45].[CH3:54][OH:55].[Cl:51][CH2:52][Cl:53].[H-:25].[Na+:24].[O:46]=[CH:47][N:48]([CH3:49])[CH3:50].[c:1]1([CH:7]([CH2:8][C:9](=[O:10])[N:11]2[CH2:12][C:13](=[O:17])[NH:14][CH2:15][CH2:16]2)[c:18]2[cH:19][cH:20][cH:21][cH:22][cH:23]2)[cH:2][cH:3][cH:4][cH:5][cH:6]1>>[c:1]1([CH:7]([CH2:8][C:9](=[O:10])[N:11]2[CH2:12][C:13](=[O:17])[N:14]([CH:27]([c:28]3[cH:29][cH:30][cH:31][cH:32][cH:33]3)[c:34]3[cH:35][cH:36][cH:37][cH:38][cH:39]3)[CH2:15][CH2:16]2)[c:18]2[cH:19][cH:20][cH:21][cH:22][cH:23]2)[cH:2][cH:3][cH:4][cH:5][cH:6]1. Reactants: ClC=1N=NC(=CC1)C1=CC(=C(C=C1)Cl)Cl (3-chloro-6-(3,4-dichlorophenyl)pyridazine), C(C)(=O)NN (acetic acid hydrazide). Solvent: C(CCC)O (n-butanol). The product is CC1=NN=C2N1N=C(C=C2)C2=CC(=C(C=C2)Cl)Cl (3-methyl-6-(3,4-dichlorophenyl)-1,2,4-triazolo[4,3-b]pyridazine). Reaction SMILES: Cl[C:2]1[N:3]=[N:4][C:5]([C:8]2[CH:13]=[CH:12][C:11]([Cl:14])=[C:10]([Cl:15])[CH:9]=2)=[CH:6][CH:7]=1.[C:16]([NH:19][NH2:20])(=O)[CH3:17]>C(O)CCC>[CH3:17][C:16]1[N:3]2[N:4]=[C:5]([C:8]3[CH:13]=[CH:12][C:11]([Cl:14])=[C:10]([Cl:15])[CH:9]=3)[CH:6]=[CH:7][C:2]2=[N:20][N:19]=1. Procedure: A mixture of 2.6 g. of 3-chloro-6-(3,4-dichlorophenyl)pyridazine and 1.8 g. of acetic acid hydrazide is heated in 50 ml. of n-butanol for 24 hrs. to give the product of the example.